This data is from the Open Reaction Database (ORD), a public repository of structured organic reaction records. The task is: describe an organic reaction: reactants, conditions, products, and yield Starting materials: CCOc1cc2c3ccccc3ccc2c2ccccc12, ClCCl, O=Cc1cc2c3ccccc3ccc2c2ccccc12. The product is CCOc1cc2c3ccccc3c(C=O)cc2c2ccccc12. RXN SMILES: [CH2:1]([CH3:2])[O:3][c:4]1[cH:5][c:6]2[c:7]3[cH:8][cH:9][cH:10][cH:11][c:12]3[cH:13][cH:14][c:15]2[c:16]2[cH:17][cH:18][cH:19][cH:20][c:21]12.[Cl:42][CH2:43][Cl:44].[cH:22]1[c:23]2[cH:24][cH:25][c:26]3[c:27]([cH:28][c:29]([CH:40]=[O:41])[c:30]4[c:31]3[cH:32][cH:33][cH:34][cH:35]4)[c:36]2[cH:37][cH:38][cH:39]1>>[CH2:1]([CH3:2])[O:3][c:4]1[cH:5][c:6]2[c:7]3[cH:8][cH:9][cH:10][cH:11][c:12]3[c:13]([CH:40]=[O:41])[cH:14][c:15]2[c:16]2[cH:17][cH:18][cH:19][cH:20][c:21]12.